From a dataset of the Open Reaction Database (ORD), a public repository of structured organic reaction records. describe an organic reaction: reactants, conditions, products, and yield Starting materials: C(C)(C)(C)ON=C1C=C(OC2=CC=C(C=C12)O)C1=CC=2N(C=N1)C=CC2 (6-hydroxy-2-pyrrolo[1,2-c]pyrimidin-3-yl-chromen-4-one O-tert-butyl oxime), BrCCC1=CC=CC=C1 ((2-Bromo-ethyl)-benzene). Product: C(CC1=CC=CC=C1)OC=1C=C2C(C=C(OC2=CC1)C1=CC=2N(C=N1)C=CC2)=NO (6-Phenethyloxy-2-pyrrolo[1,2-c]pyrimidin-3-yl-chromen-4-one oxime). As a reaction SMILES: C([O:5][N:6]=[C:7]1[C:16]2[C:11](=[CH:12][CH:13]=[C:14]([OH:17])[CH:15]=2)[O:10][C:9]([C:18]2[N:23]=[CH:22][N:21]3[CH:24]=[CH:25][CH:26]=[C:20]3[CH:19]=2)=[CH:8]1)(C)(C)C.Br[CH2:28][CH2:29][C:30]1[CH:35]=[CH:34][CH:33]=[CH:32][CH:31]=1>>[CH2:28]([O:17][C:14]1[CH:15]=[C:16]2[C:11](=[CH:12][CH:13]=1)[O:10][C:9]([C:18]1[N:23]=[CH:22][N:21]3[CH:24]=[CH:25][CH:26]=[C:20]3[CH:19]=1)=[CH:8][C:7]2=[N:6][OH:5])[CH2:29][C:30]1[CH:35]=[CH:34][CH:33]=[CH:32][CH:31]=1. Reported procedure: 6-Phenethyloxy-2-pyrrolo[1,2-c]pyrimidin-3-yl-chromen-4-one oxime was prepared in 21% overall yield using the method described in example 85, starting from 6-hydroxy-2-pyrrolo[1,2-c]pyrimidin-3-yl-chromen-4-one O-tert-butyl oxime (example 81A) and (2-Bromo-ethyl)-benzene. Reactants: ClC=1C=CC2=C(N(C(S2)=O)CC(=O)O)C1 ((5-chloro-2-oxo-1,3-benzothiazol-3(2H)-yl)acetic acid), ClC1=CC2=C(NC(=N2)CNC)C=C1 (1-(5-chloro-1H-benzimidazol-2-yl)-N-methylmethanamine), TEA, C=1C=CC2=C(C1)N=NN2O (HOBt), CCN=C=NCCCN(C)C.Cl (WSC.HCl). The solvent is CN(C)C=O (DMF), O (water). Run at time 8 hour. Yields the product ClC1=CC2=C(NC(=N2)CN(C(CN2C(SC3=C2C=C(C=C3)Cl)=O)=O)C)C=C1 (N-[(5-chloro-1H-benzimidazol-2-yl)methyl]-2-(5-chloro-2-oxo-1,3-benzothiazol-3(2H)-yl)-N-methylacetamide). Yield: 65.4%. Reaction SMILES: [Cl:1][C:2]1[CH:3]=[CH:4][C:5]2[S:9][C:8](=[O:10])[N:7]([CH2:11][C:12]([OH:14])=O)[C:6]=2[CH:15]=1.[Cl:16][C:17]1[CH:28]=[CH:27][C:20]2[NH:21][C:22]([CH2:24][NH:25][CH3:26])=[N:23][C:19]=2[CH:18]=1.C1C=CC2N(O)N=NC=2C=1.CCN=C=NCCCN(C)C.Cl>O.CN(C=O)C>[Cl:16][C:17]1[CH:28]=[CH:27][C:20]2[NH:21][C:22]([CH2:24][N:25]([CH3:26])[C:12](=[O:14])[CH2:11][N:7]3[C:6]4[CH:15]=[C:2]([Cl:1])[CH:3]=[CH:4][C:5]=4[S:9][C:8]3=[O:10])=[N:23][C:19]=2[CH:18]=1 |f:3.4|. Reported procedure: To a mixture of (5-chloro-2-oxo-1,3-benzothiazol-3(2H)-yl)acetic acid (300 mg), 1-(5-chloro-1H-benzimidazol-2-yl)-N-methylmethanamine (265 mg) and DMF (20 mL) were added TEA (687 μL), HOBt (200 mg), and WSC.HCl (283 mg), followed by stirring at room temperature overnight. To the reaction mixture was added water, followed by extraction with EtOAc. The organic layer was washed with water, a saturated aqueous NaHCO3 solution, and brine in this order, dried over Na2SO4, and then concentrated under r...